From a dataset of the Open Reaction Database (ORD), a public repository of structured organic reaction records. describe an organic reaction: reactants, conditions, products, and yield Reactants: Oc1ccc(CCl)c2cccnc12, ClC(Cl)Cl, OCCN1CCNCC1. Yields the product OCCN1CCN(Cc2ccc(O)c3ncccc23)CC1. Reaction SMILES: [Cl:10][CH2:11][c:12]1[c:13]2[cH:14][cH:15][cH:16][n:17][c:18]2[c:19]([OH:22])[cH:20][cH:21]1.[Cl:23][CH:24]([Cl:25])[Cl:26].[OH:1][CH2:2][CH2:3][N:4]1[CH2:5][CH2:6][NH:7][CH2:8][CH2:9]1>>[OH:1][CH2:2][CH2:3][N:4]1[CH2:5][CH2:6][N:7]([CH2:11][c:12]2[c:13]3[cH:14][cH:15][cH:16][n:17][c:18]3[c:19]([OH:22])[cH:20][cH:21]2)[CH2:8][CH2:9]1. Reactants: C(=O)(O)[O-].[Na+] (NaHCO3), ClC1=NC=C(C(=N1)NCC=1C=C(C=CC1)NC(C1=CC(=CC=C1)[N+](=O)[O-])=O)Cl (N-(3-{[(2,5-dichloropyrimidin-4-yl)amino]methyl}phenyl)-3-nitrobenzamide), CO (methanol), C(C)(=O)O (acetic acid). The reagents and catalysts are [Fe] (iron). Solvent: CCOC(=O)C (EtOAc), O (water). Reaction conditions: temperature 70 celsius. Product: NC=1C=C(C(=O)NC2=CC(=CC=C2)CNC2=NC(=NC=C2Cl)Cl)C=CC1 (3-Amino-N-(3-{[(2,5-dichloropyrimidin-4-yl)amino]methyl}phenyl)benzamide). The yield is 96.6%. As a reaction SMILES: [Cl:1][C:2]1[N:7]=[C:6]([NH:8][CH2:9][C:10]2[CH:11]=[C:12]([NH:16][C:17](=[O:27])[C:18]3[CH:23]=[CH:22][CH:21]=[C:20]([N+:24]([O-])=O)[CH:19]=3)[CH:13]=[CH:14][CH:15]=2)[C:5]([Cl:28])=[CH:4][N:3]=1.CO.C(O)(=O)C.C([O-])(O)=O.[Na+]>[Fe].CCOC(C)=O.O>[NH2:24][C:20]1[CH:19]=[C:18]([CH:23]=[CH:22][CH:21]=1)[C:17]([NH:16][C:12]1[CH:13]=[CH:14][CH:15]=[C:10]([CH2:9][NH:8][C:6]2[C:5]([Cl:28])=[CH:4][N:3]=[C:2]([Cl:1])[N:7]=2)[CH:11]=1)=[O:27] |f:3.4|. Procedure details: Into a reaction flask were added N-(3-{[(2,5-dichloropyrimidin-4-yl)amino]methyl}phenyl)-3-nitrobenzamide (0.30 g, 0.72 mmol), methanol (20 mL), acetic acid (2.0 mL), and water (1 mL). Then iron (0.50 g, 9.0 mmol) powder was added. The reaction mixture was heated at 70° C. overnight. After cooling, the mixture was filtered and washed with EtOAc. The filtrate was concentrated under vacuum to give a residue, which was treated with NaHCO3 (saturated aqueous solution) and EtOAc. The organic layer wa... Starting materials: N[C@H](CC#N)C ((3S)-3-Aminobutanenitrile), crude product, C(Cl)Cl (DCM), BrC1=CC=CC=C1 (bromobenzene), C([O-])([O-])=O.[Cs+].[Cs+] (cesium carbonate). The reagents and catalysts are C1(CCCCC1)P(C1=C(C=CC=C1)C1=C(C=CC=C1)N(C)C)C1CCCCC1 (2-dicyclohexylphosphino-2′-(N,N-dimethylamino)biphenyl), C(C)(=O)[O-].[Pd+2].C(C)(=O)[O-] (palladium(II) acetate), C1(=CC=CC=C1)B(O)O (Phenylboronic acid). The solvent is C1(=CC=CC=C1)C (toluene), O1CCCC1 (THF), O1CCCC1 (tetrahydrofuran), C1(=CC=CC=C1)C (toluene). Run at temperature 80 celsius, time 45 minute. Product: C1(=CC=CC=C1)N[C@H](CC#N)C ((3S)-3-(Phenylamino)butanenitrile). Yield: 69.5%. As a reaction SMILES: [NH2:1][C@@H:2]([CH3:6])[CH2:3][C:4]#[N:5].Br[C:8]1[CH:13]=[CH:12][CH:11]=[CH:10][CH:9]=1.C(=O)([O-])[O-].[Cs+].[Cs+].C(Cl)Cl>C1(C)C=CC=CC=1.O1CCCC1.C([O-])(=O)C.[Pd+2].C([O-])(=O)C.C1(B(O)O)C=CC=CC=1.C1(P(C2CCCCC2)C2C=CC=CC=2C2C=CC=CC=2N(C)C)CCCCC1>[C:8]1([NH:1][C@@H:2]([CH3:6])[CH2:3][C:4]#[N:5])[CH:13]=[CH:12][CH:11]=[CH:10][CH:9]=1 |f:2.3.4,8.9.10|. Procedure details: (3S)-3-Aminobutanenitrile (8.6 g, 102 mmol, may be prepared as described in PCT Int. Appl., 2005100321), bromobenzene (16.16 ml, 153 mmol) and cesium carbonate (50.0 g, 153 mmol) were combined in toluene (100 mL) under nitrogen were stirred for 45 min. Phenylboronic acid (0.187 g, 1.534 mmol, Aldrich), palladium(II) acetate (0.188 g, 0.837 mmol, available from Aldrich) and 2-dicyclohexylphosphino-2′-(N,N-dimethylamino)biphenyl (0.443 g, 1.125 mmol, available from Aldrich) were combined in tetrah... Reactants: COC(CC1=CC(=CC=C1)OC1=C(C=C(C=C1)Br)CBr)=O ([3-(4-bromo-2-bromomethyl-phenoxy)-phenyl]-acetic acid methyl ester), FC=1C=C(O[C@@H]2[C@H](NC(O2)=O)C)C=C(C1)F ((4R,5S)-5-(3,5-difluoro-phenoxy)-4-methyl-oxazolidin-2-one). Product: COC(CC1=CC(=CC=C1)OC1=C(C=C(C=C1)Br)CN1C(O[C@@H]([C@H]1C)OC1=CC(=CC(=C1)F)F)=O)=O ((3-{4-Bromo-2-[(4R,5S)-5-(3,5-difluoro-phenoxy)-4-methyl-2-oxo-oxazolidin-3-ylmethyl]-phenoxy}-phenyl)-acetic acid methyl ester). RXN SMILES: [CH3:1][O:2][C:3](=[O:21])[CH2:4][C:5]1[CH:10]=[CH:9][CH:8]=[C:7]([O:11][C:12]2[CH:17]=[CH:16][C:15]([Br:18])=[CH:14][C:13]=2[CH2:19]Br)[CH:6]=1.[F:22][C:23]1[CH:24]=[C:25]([CH:34]=[C:35]([F:37])[CH:36]=1)[O:26][C@H:27]1[O:31][C:30](=[O:32])[NH:29][C@@H:28]1[CH3:33]>>[CH3:1][O:2][C:3](=[O:21])[CH2:4][C:5]1[CH:10]=[CH:9][CH:8]=[C:7]([O:11][C:12]2[CH:17]=[CH:16][C:15]([Br:18])=[CH:14][C:13]=2[CH2:19][N:29]2[C@H:28]([CH3:33])[C@@H:27]([O:26][C:25]3[CH:24]=[C:23]([F:22])[CH:36]=[C:35]([F:37])[CH:34]=3)[O:31][C:30]2=[O:32])[CH:6]=1. Reported procedure: Prepared according to the procedure described in Example 6, Step 5, using the following starting materials: [3-(4-bromo-2-bromomethyl-phenoxy)-phenyl]-acetic acid methyl ester and (4R,5S)-5-(3,5-difluoro-phenoxy)-4-methyl-oxazolidin-2-one. Yield: 80.9%. The product is C1(CCCCC1)CC(CC(=O)O)C(=O)N1C(OCC1C(C)C)=O (3-cyclohexylmethyl-4-(4-isopropyl-2-oxooxazolidin-3-yl)-4-oxobutyric acid). Procedure: A solution of tert-butyl 3-cyclohexylmethyl-4-(4-isopropyl-2-oxooxazolidin-3-yl)-4-oxobutyrate (2.90 g, 7.6 mmol) in methylene chloride (10 mL) was treated with trifluoroacetic acid (4.83 g, 42.5 mmol) and the mixture was stirred at ambient temperature for 3 hours. The solvent and excess acid were removed by evaporation at reduced pressure. The residue was dissolved in ether/hexane and product was crystallized out to provide 3-cyclohexylmethyl-4-(4-isopropyl-2-oxooxazolidin-3-yl)-4-oxobutyric ac... Starting materials: C1(CCCCC1)CC(CC(=O)OC(C)(C)C)C(=O)N1C(OCC1C(C)C)=O (tert-butyl 3-cyclohexylmethyl-4-(4-isopropyl-2-oxooxazolidin-3-yl)-4-oxobutyrate), FC(C(=O)O)(F)F (trifluoroacetic acid). The solvent is C(Cl)Cl (methylene chloride). Reaction conditions: time 3 hour. Reaction SMILES: [CH:1]1([CH2:7][CH:8]([C:17]([N:19]2[CH:23]([CH:24]([CH3:26])[CH3:25])[CH2:22][O:21][C:20]2=[O:27])=[O:18])[CH2:9][C:10]([O:12]C(C)(C)C)=[O:11])[CH2:6][CH2:5][CH2:4][CH2:3][CH2:2]1.FC(F)(F)C(O)=O>C(Cl)Cl>[CH:1]1([CH2:7][CH:8]([C:17]([N:19]2[CH:23]([CH:24]([CH3:25])[CH3:26])[CH2:22][O:21][C:20]2=[O:27])=[O:18])[CH2:9][C:10]([OH:12])=[O:11])[CH2:6][CH2:5][CH2:4][CH2:3][CH2:2]1. The reactants are Nc1nc(Cl)c2ccn(Cc3ccccc3)c2n1, Cc1cc(C)c(S)c(C)c1, [H-], [Na+], O. The product is Cc1cc(C)c(Sc2nc(N)nc3c2ccn3Cc2ccccc2)c(C)c1. Reaction SMILES: [CH2:13]([c:14]1[cH:15][cH:16][cH:17][cH:18][cH:19]1)[n:20]1[cH:21][cH:22][c:23]2[c:24]1[n:25][c:26]([NH2:30])[n:27][c:28]2[Cl:29].[CH3:1][c:2]1[c:3]([SH:10])[c:4]([CH3:9])[cH:5][c:6]([CH3:8])[cH:7]1.[H-:12].[Na+:11].[OH2:31]>>[CH3:1][c:2]1[c:3]([S:10][c:28]2[c:23]3[cH:22][cH:21][n:20]([CH2:13][c:14]4[cH:15][cH:16][cH:17][cH:18][cH:19]4)[c:24]3[n:25][c:26]([NH2:30])[n:27]2)[c:4]([CH3:9])[cH:5][c:6]([CH3:8])[cH:7]1. Product: C1(=CC=CC=C1)NC(=O)C=1C(N(C2=CC=CC=C2C1O)C)=O.N1=CC=CC=C1 (pyridine N-phenyl-1,2-dihydro-4-hydroxy-1-methyl-2-oxo-quinoline-3-carboxamide). Procedure: A mixture of 2 parts of N-(4-aminophenyl)-1,2-dihydro-4-hydroxy-1-methyl-2-oxo-quinoline-3-carboxamide, 5 parts of pyridine, and 10 parts of acetic anhydride is left overnight at room temperature. Water is added and the precipitate is filtered off and washed with 2M aqueous hydrochloric acid, water, methanol and ethylether to give N-(4-acetylaminophenyl)-1,2-dihydro-4-hydroxy-1-methyl-2-oxo-quinoline-3-carboxamide (1). M. p. 231°-4° C. (The same compound as 1:41.) The solvent is O (Water). Run at time 8 hour. As a reaction SMILES: N[C:2]1[CH:7]=[CH:6][C:5]([NH:8][C:9]([C:11]2[C:12](=[O:23])[N:13]([CH3:22])[C:14]3[C:19]([C:20]=2[OH:21])=[CH:18][CH:17]=[CH:16][CH:15]=3)=[O:10])=[CH:4][CH:3]=1.[N:24]1[CH:29]=[CH:28][CH:27]=[CH:26][CH:25]=1.C(OC(=O)C)(=O)C>O>[C:5]1([NH:8][C:9]([C:11]2[C:12](=[O:23])[N:13]([CH3:22])[C:14]3[C:19]([C:20]=2[OH:21])=[CH:18][CH:17]=[CH:16][CH:15]=3)=[O:10])[CH:4]=[CH:3][CH:2]=[CH:7][CH:6]=1.[N:24]1[CH:29]=[CH:28][CH:27]=[CH:26][CH:25]=1 |f:4.5|. The reactants are NC1=CC=C(C=C1)NC(=O)C=1C(N(C2=CC=CC=C2C1O)C)=O (N-(4-aminophenyl)-1,2-dihydro-4-hydroxy-1-methyl-2-oxo-quinoline-3-carboxamide), N1=CC=CC=C1 (pyridine), C(C)(=O)OC(C)=O (acetic anhydride). Conditions: temperature 50 celsius. As a reaction SMILES: [C:1]1([S:7]([O:10][C:11]2[CH:12]=[CH:13][CH:14]=[C:15]3[C:20]=2[O:19][C:18](=[O:21])[C:17]([NH:22]C(=O)C)=[CH:16]3)(=[O:9])=[O:8])[CH:6]=[CH:5][CH:4]=[CH:3][CH:2]=1.S(=O)(=O)(O)O.O>C(O)(=O)C>[C:1]1([S:7]([O:10][C:11]2[CH:12]=[CH:13][CH:14]=[C:15]3[C:20]=2[O:19][C:18](=[O:21])[C:17]([NH2:22])=[CH:16]3)(=[O:8])=[O:9])[CH:2]=[CH:3][CH:4]=[CH:5][CH:6]=1. The solvent is C(C)(=O)O (acetic acid). Procedure details: To a solution of the compound produced in the above (1) (3.0 g, 8.3 mmol) in acetic acid (30 mL) was added 50 vol % sulfuric acid (30 mL) followed by stirring at 50° C. After the crystals were completely dissolved, the reaction mixture was allowed to cool and added to water. The crystals separated out therefrom were filtered and dried to give 2.2 g (83%) of the title compound. Reactants: S(O)(O)(=O)=O (sulfuric acid), C1(=CC=CC=C1)S(=O)(=O)OC=1C=CC=C2C=C(C(OC12)=O)NC(C)=O (3-acetylamino-2-oxochromen-8-yl benzenesulfonate), O (water). The product is C1(=CC=CC=C1)S(=O)(=O)OC=1C=CC=C2C=C(C(OC12)=O)N (3-amino-2-oxochromen-8-yl benzenesulfonate). Yield: 83.5%. The reactants are BrC=1SC2=C(N1)C=C(C(=C2C2=CC=C(C=C2)Cl)[C@@H](C(=O)OCC)OC(C)(C)C)C ((S)-ethyl 2-(2-bromo-7-(4-chlorophenyl)-5-methylbenzo[d]thiazol-6-yl)-2-tert-butoxyacetate), CC1=NC2=C(N1[C@@H]1CN(CC1)C(=O)OC(C)(C)C)C=C(C=C2)B2OC(C(O2)(C)C)(C)C ((S)-tert-butyl 3-(2-methyl-6-(4,4,5,5-tetramethyl-1,3,2-dioxaborolan-2-yl)-1H-benzo[d]imidazol-1-yl)pyrrolidine-1-carboxylate), C(=O)([O-])[O-].[K+].[K+] (K2CO3). The reagents and catalysts are C=1C=CC(=CC1)[P](C=2C=CC=CC2)(C=3C=CC=CC3)[Pd]([P](C=4C=CC=CC4)(C=5C=CC=CC5)C=6C=CC=CC6)([P](C=7C=CC=CC7)(C=8C=CC=CC8)C=9C=CC=CC9)[P](C=1C=CC=CC1)(C=1C=CC=CC1)C=1C=CC=CC1 (Pd(PPh3)4). The solvent is CCOC(=O)C (EtOAc). Run at temperature 100 celsius. Yields the product C(C)(C)(C)O[C@H](C(=O)OCC)C1=C(C2=C(N=C(S2)C=2C=CC3=C(N(C(=N3)C)[C@@H]3CN(CC3)C(=O)OC(C)(C)C)C2)C=C1C)C1=CC=C(C=C1)Cl ((S)-tert-butyl 3-(6-(6-((S)-1-tert-butoxy-2-ethoxy-2-oxoethyl)-7-(4-chlorophenyl)-5-methylbenzo[d]thiazol-2-yl)-2-methyl-1H-benzo[d]imidazol-1-yl)pyrrolidine-1-carboxylate). RXN SMILES: Br[C:2]1[S:3][C:4]2[C:10]([C:11]3[CH:16]=[CH:15][C:14]([Cl:17])=[CH:13][CH:12]=3)=[C:9]([C@H:18]([O:24][C:25]([CH3:28])([CH3:27])[CH3:26])[C:19]([O:21][CH2:22][CH3:23])=[O:20])[C:8]([CH3:29])=[CH:7][C:5]=2[N:6]=1.[CH3:30][C:31]1[N:35]([C@H:36]2[CH2:40][CH2:39][N:38]([C:41]([O:43][C:44]([CH3:47])([CH3:46])[CH3:45])=[O:42])[CH2:37]2)[C:34]2[CH:48]=[C:49](B3OC(C)(C)C(C)(C)O3)[CH:50]=[CH:51][C:33]=2[N:32]=1.C([O-])([O-])=O.[K+].[K+]>CCOC(C)=O.C1C=CC([P]([Pd]([P](C2C=CC=CC=2)(C2C=CC=CC=2)C2C=CC=CC=2)([P](C2C=CC=CC=2)(C2C=CC=CC=2)C2C=CC=CC=2)[P](C2C=CC=CC=2)(C2C=CC=CC=2)C2C=CC=CC=2)(C2C=CC=CC=2)C2C=CC=CC=2)=CC=1>[C:25]([O:24][C@@H:18]([C:9]1[C:8]([CH3:29])=[CH:7][C:5]2[N:6]=[C:2]([C:49]3[CH:50]=[CH:51][C:33]4[N:32]=[C:31]([CH3:30])[N:35]([C@H:36]5[CH2:40][CH2:39][N:38]([C:41]([O:43][C:44]([CH3:46])([CH3:45])[CH3:47])=[O:42])[CH2:37]5)[C:34]=4[CH:48]=3)[S:3][C:4]=2[C:10]=1[C:11]1[CH:16]=[CH:15][C:14]([Cl:17])=[CH:13][CH:12]=1)[C:19]([O:21][CH2:22][CH3:23])=[O:20])([CH3:28])([CH3:27])[CH3:26] |f:2.3.4,^1:76,78,97,116|. Procedure: A microwave vial was charged with (S)-ethyl 2-(2-bromo-7-(4-chlorophenyl)-5-methylbenzo[d]thiazol-6-yl)-2-tert-butoxyacetate (50 mg, 0.10 mmol), (S)-tert-butyl 3-(2-methyl-6-(4,4,5,5-tetramethyl-1,3,2-dioxaborolan-2-yl)-1H-benzo[d]imidazol-1-yl)pyrrolidine-1-carboxylate (181 mg, 0.42 mmol), then Pd(PPh3)4 (23 mg, 0.02 mmol). The vial was flushed with argon, diluted with dioxane (2 mL) and to this was added 2M aqueous K2CO3 (0.2 mL, 0.4 mmol). The vial was sealed then heated to 100° C. for 16 hou...